Dataset: the Open Reaction Database (ORD), a public repository of structured organic reaction records. Task: describe an organic reaction: reactants, conditions, products, and yield Starting materials: Cl.C(C)OC(CNC)=O (sarcosine ethyl ester hydrochloride), CCN=C=NCCCN(C)C.Cl (EDCI.HCl), FC1=C(C=CC=C1)C#CC(=O)O (3-(2-fluorophenyl)prop-2-ynoic acid), CN1CCOCC1 (NMM). The reagents and catalysts are CN(C)C=1C=CN=CC1 (DMAP). Run in C(Cl)Cl (CH2Cl2), C(Cl)Cl (CH2Cl2). Reaction conditions: time 5 hour. Yields the product FC1=C(C=CC=C1)C#CC(=O)N(C)CC(=O)OCC (ethyl 2-[3-(2-fluorophenyl)-N-methylprop-2-ynoylamino]acetate). Yield: 76.6%. Reaction SMILES: Cl.[CH2:2]([O:4][C:5](=[O:9])[CH2:6][NH:7][CH3:8])[CH3:3].[F:10][C:11]1[CH:16]=[CH:15][CH:14]=[CH:13][C:12]=1[C:17]#[C:18][C:19]([OH:21])=O.CN1CCOCC1.CCN=C=NCCCN(C)C.Cl>CN(C1C=CN=CC=1)C.C(Cl)Cl>[F:10][C:11]1[CH:16]=[CH:15][CH:14]=[CH:13][C:12]=1[C:17]#[C:18][C:19]([N:7]([CH2:6][C:5]([O:4][CH2:2][CH3:3])=[O:9])[CH3:8])=[O:21] |f:0.1,4.5|. Procedure: To a solution of sarcosine ethyl ester hydrochloride (1.14 g, 7.44 mmol) and 3-(2-fluorophenyl)prop-2-ynoic acid (1.22 g, 7.44 mmol) in anhyd. CH2Cl2 was added NMM (10 mL, 8.93 mmol), followed by EDCI.HCl (1.86 g, 9.67 mmol) and DMAP (0.99 g, 8.2 mmol). The reaction mixture was stirred for 5 h at room temperature and diluted with CH2Cl2. The resulting solution was washed with a 0.5N HCl solution (2×25 mL), a 0.5N NaOH solution (2×25 mL) and a saturated NaCl solution. The organic layer was dried ... Starting materials: CC12CCC1C(=O)OC2=O, Cc1ccccc1, Nc1cc(Cl)cc(Cl)c1. Yields the product CC1(C(O)=Nc2cc(Cl)cc(Cl)c2)CCC1C(=O)O. RXN SMILES: [CH3:1][C:2]12[CH:3]([CH2:4][CH2:5]1)[C:6](=[O:7])[O:8][C:9]2=[O:10].[CH3:20][c:21]1[cH:22][cH:23][cH:24][cH:25][cH:26]1.[NH2:11][c:12]1[cH:13][c:14]([Cl:15])[cH:16][c:17]([Cl:18])[cH:19]1>>[CH3:1][C:2]1([C:9]([OH:10])=[N:11][c:12]2[cH:13][c:14]([Cl:15])[cH:16][c:17]([Cl:18])[cH:19]2)[CH:3]([C:6](=[O:7])[OH:8])[CH2:4][CH2:5]1. Starting materials: [Na] (sodium), ClC1=C(C(=O)N2C(CCCC2)C(=O)O)C=CC=N1 (N-(2-chloronicotinoyl)piperidine-2-carboxylic acid), Cl/C(/C#N)=C\C (2-chlorocrotononitrile), C1(=CC=C(C=C1)S(=O)(=O)Cl)C (para-toluenesulphonyl chloride). The solvent is ClCCCl (1,2-dichloroethane), C(C)N(CC)CC (triethylamine). Run at temperature 35 celsius. Yields the product CC=1C(=C2CCCCN2C1C=1C(=NC=CC1)Cl)C#N (2-methyl-3-(2-chloro-3-pyridyl)-5,6,7,8-tetrahydroindolizine-1-carbonitrile). As a reaction SMILES: Cl/C(=C\C)/[C:3]#[N:4].[C:7]1(C)C=CC(S(Cl)(=O)=O)=C[CH:8]=1.[Na].[Cl:19][C:20]1[N:36]=[CH:35][CH:34]=[CH:33][C:21]=1[C:22]([N:24]1[CH2:29][CH2:28][CH2:27][CH2:26][CH:25]1[C:30](O)=O)=O>ClCCCl.C(N(CC)CC)C>[CH3:7][C:8]1[C:30]([C:3]#[N:4])=[C:25]2[N:24]([C:22]=1[C:21]1[C:20]([Cl:19])=[N:36][CH:35]=[CH:34][CH:33]=1)[CH2:29][CH2:28][CH2:27][CH2:26]2 |^1:17|. Procedure details: 3.75 g of 2-chlorocrotononitrile are added to a solution of 5.16 g of para-toluenesulphonyl chloride in 120 cm3 of 1,2-dichloroethane. The solution obtained is clear. 4 g of the sodium salt of N-(2-chloronicotinoyl)piperidine-2-carboxylic acid are added with stirring. The addition causes a rise in temperature from 20° C. to 28° C. and the mixture is kept stirred for one hour at ambient temperature. 3.8 cm3 of triethylamine are then added dropwise and the temperature increases to 35° C. The solut... Yield: 229.2%. Conditions: time 16 hour. Reactants: NC1=C(C=CC=C1)NC(C1=CC=C(C=C1)C1OC(C=C1)C1=CC(=C(C(=C1)OC)OC)OC)=O (N-(2-Amino-phenyl)-4-[5-(3,4,5-trimethoxy-phenyl)-2,5-dihydro-furan-2-yl]-benzamide). As a reaction SMILES: [NH2:1][C:2]1[CH:7]=[CH:6][CH:5]=[CH:4][C:3]=1[NH:8][C:9](=[O:33])[C:10]1[CH:15]=[CH:14][C:13]([CH:16]2[CH:20]=[CH:19][CH:18]([C:21]3[CH:26]=[C:25]([O:27][CH3:28])[C:24]([O:29][CH3:30])=[C:23]([O:31][CH3:32])[CH:22]=3)[O:17]2)=[CH:12][CH:11]=1>CCOC(C)=O.O=[Pt]=O>[NH2:1][C:2]1[CH:7]=[CH:6][CH:5]=[CH:4][C:3]=1[NH:8][C:9](=[O:33])[C:10]1[CH:11]=[CH:12][C:13]([CH:16]2[CH2:20][CH2:19][CH:18]([C:21]3[CH:22]=[C:23]([O:31][CH3:32])[C:24]([O:29][CH3:30])=[C:25]([O:27][CH3:28])[CH:26]=3)[O:17]2)=[CH:14][CH:15]=1. Run in CCOC(=O)C (AcOEt). The product is NC1=C(C=CC=C1)NC(C1=CC=C(C=C1)C1OC(CC1)C1=CC(=C(C(=C1)OC)OC)OC)=O (N-(2-Amino-phenyl)-4-[5-(3,4,5-trimethoxy-phenyl)-tetrahydro-furan-2-yl]-benzamide). The reagents and catalysts are O=[Pt]=O (PtO2). Reported procedure: To a degazed solution of 289 (43 mg, 0.096 mmol) in AcOEt (4 mL) was added PtO2 (3 mg, 0.01 mmol) and the reaction mixture was stirred at room temperature under a 1 atm pressure of H2 for 16 h. The reaction flask was purged with N2 then the reaction mixture was filtered through celite, rinsed with MeOH and concentrated. The crude residue was purified three times by flash chromatography on silica gel (MeOH/DCM: 2/98, AcOEt/DCM: 30/70 and AcOEt/CHCl3: 30/70) to afford the title compound 290 (10 mg... As a reaction SMILES: Cl[CH2:2][C:3]1[S:4][C:5]2[C:10]([N:11]=1)=[CH:9][CH:8]=[CH:7][N:6]=2.[N:12]1([C:18]2[CH:25]=[CH:24][CH:23]=[CH:22][C:19]=2[C:20]#[N:21])[CH2:17][CH2:16][NH:15][CH2:14][CH2:13]1.CC(=O)OCC>>[N:11]1[C:10]2[C:5](=[N:6][CH:7]=[CH:8][CH:9]=2)[S:4][C:3]=1[CH2:2][N:15]1[CH2:14][CH2:13][N:12]([C:18]2[CH:25]=[CH:24][CH:23]=[CH:22][C:19]=2[C:20]#[N:21])[CH2:17][CH2:16]1. The product is N1=C(SC2=NC=CC=C21)CN2CCN(CC2)C2=C(C#N)C=CC=C2 (2-[4-([1,3]thiazolo[5,4-b]pyridin-2-ylmethyl)-1-piperazinyl]benzonitrile). Reported procedure: The product from Example 38A (680 mg, 3.7 mmol), 2-(1-piperazinyl)benzonitrile (823 mg, 4.4 mmol), and D1 EA (1.3 mL, 7.4 mmol) were processed as described in Example 38B to provide the title compound. 1H NMR (300 MHz, DMSO-d6) δ 2.80 (m, 4H) 3.23 (m, 4H) 4.09 (s, 2H) 7.13 (m, 1H) 7.21 (d, J=8.14 Hz, 1H) 7.59 (m, 2H) 7.71 (dd, J=7.80, 1.70 Hz, 1H) 8.34 (dd, J=8.14, 1.70 Hz, 1H) 8.59 (dd, J=4.75, 1.70 Hz, 1H); (ESI) m/z 336 (M+H)+. Starting materials: ClCC=1SC2=NC=CC=C2N1 (2-(chloromethyl)[1,3]thiazolo[5,4-b]pyridine), CC(OCC)=O (EA), N1(CCNCC1)C1=C(C#N)C=CC=C1 (2-(1-piperazinyl)benzonitrile), D1. The reactants are CCCCc1ccc(C#Cc2ccc(CN(Cc3ccc(OCC(=O)OC)cc3)C(=O)c3cn[nH]c3)cc2)cc1, C1CCOC1, CO, [Na+], [OH-]. The product is CCCCc1ccc(C#Cc2ccc(CN(Cc3ccc(OCC(=O)O)cc3)C(=O)c3cn[nH]c3)cc2)cc1. As a reaction SMILES: [CH2:1]([CH2:2][CH2:3][CH3:4])[c:5]1[cH:6][cH:7][c:8]([C:11]#[C:12][c:13]2[cH:14][cH:15][c:16]([CH2:17][N:18]([C:19](=[O:20])[c:21]3[cH:22][n:23][nH:24][cH:25]3)[CH2:26][c:27]3[cH:28][cH:29][c:30]([O:31][CH2:32][C:33](=[O:34])[O:35][CH3:36])[cH:37][cH:38]3)[cH:39][cH:40]2)[cH:9][cH:10]1.[CH2:45]1[O:46][CH2:47][CH2:48][CH2:49]1.[CH3:43][OH:44].[Na+:42].[OH-:41]>>[CH2:1]([CH2:2][CH2:3][CH3:4])[c:5]1[cH:6][cH:7][c:8]([C:11]#[C:12][c:13]2[cH:14][cH:15][c:16]([CH2:17][N:18]([C:19](=[O:20])[c:21]3[cH:22][nH:23][n:24][cH:25]3)[CH2:26][c:27]3[cH:28][cH:29][c:30]([O:31][CH2:32][C:33](=[O:34])[OH:35])[cH:37][cH:38]3)[cH:39][cH:40]2)[cH:9][cH:10]1.